This data is from the Open Reaction Database (ORD), a public repository of structured organic reaction records. The task is: describe an organic reaction: reactants, conditions, products, and yield Starting materials: C(=O)(O)\C=C/C=1C=C(C=CC1OCC1=CC=CC=C1)CC(=O)O (cis-3-carboxyvinyl-4-benzyloxyphenylacetic acid), C(=O)(N1C=NC=C1)N1C=NC=C1 (1,1'-carbonyldiimidazole), CO (methanol), CNCCC1=CC=CC=C1 (N-methyl-N-phenethylamine). The reagents and catalysts are CN(C1=CC=NC=C1)C (4-dimethylaminopyridine). Solvent: C(Cl)Cl (CH2Cl2). Reaction conditions: time 30 minute. Yields the product CN(C(CC1=CC(=C(C=C1)OCC1=CC=CC=C1)\C=C\C(=O)OC)=O)CCC1=CC=CC=C1 (trans-N-methyl-N-phenethyl-2-[4-benzyloxy-3-(2-carbomethoxyvinyl)phenyl]acetamide). RXN SMILES: [C:1](/[CH:4]=[CH:5]\[C:6]1[CH:7]=[C:8]([CH2:20][C:21]([OH:23])=O)[CH:9]=[CH:10][C:11]=1[O:12][CH2:13][C:14]1[CH:19]=[CH:18][CH:17]=[CH:16][CH:15]=1)([OH:3])=[O:2].[C:24](N1C=CN=C1)(N1C=CN=C1)=O.[CH3:36][NH:37][CH2:38][CH2:39][C:40]1[CH:45]=[CH:44][CH:43]=[CH:42][CH:41]=1.CO>C(Cl)Cl.CN(C)C1C=CN=CC=1>[CH3:36][N:37]([CH2:38][CH2:39][C:40]1[CH:45]=[CH:44][CH:43]=[CH:42][CH:41]=1)[C:21](=[O:23])[CH2:20][C:8]1[CH:9]=[CH:10][C:11]([O:12][CH2:13][C:14]2[CH:15]=[CH:16][CH:17]=[CH:18][CH:19]=2)=[C:6](/[CH:5]=[CH:4]/[C:1]([O:3][CH3:24])=[O:2])[CH:7]=1. Procedure: To a solution of 500 mg (1.61 mmoles) of cis-3-carboxyvinyl-4-benzyloxyphenylacetic acid in 30 ml of CH2Cl2 is added 522 mg (3.22 mmoles) of 1,1'-carbonyldiimidazole (CDI). After 30 minutes, 234 ml (1.61 mmoles) of N-methyl-N-phenethylamine is added. After 18 hours a catalytic amount of 4-dimethylaminopyridine and 5 ml of methanol are added. After stirring for 21/2 hours, the reaction mixture is concentrated down in vacuo, taken up in ethyl acetate, washed with 1N NaOH, 1N HCl, H2O (2 times), br... The reactants are CC1=CC=C(C=C1)S(=O)(=O)OC[C@H](CCN1C2=C(N=CC1=O)C=CC(=N2)OC)O ((2S)-2-hydroxy-4-(6-methoxy-3-oxopyrido[2,3-b]pyrazin-4(3H)-yl)butyl 4-methylbenzenesulfonate), C([O-])([O-])=O.[K+].[K+] (potassium carbonate). Solvent: CO (methanol). Conditions: time 17 hour. Yields the product COC=1C=CC2=C(N(C(C=N2)=O)CC[C@@H]2OC2)N1 (6-Methoxy-4-{2-[(2S)-oxiran-2-yl]ethyl}pyrido[2,3-b]pyrazin-3(4H)-one). Yield: 62.2%. As a reaction SMILES: CC1C=CC(S(O[CH2:12][C@@H:13]([OH:29])[CH2:14][CH2:15][N:16]2[C:21](=[O:22])[CH:20]=[N:19][C:18]3[CH:23]=[CH:24][C:25]([O:27][CH3:28])=[N:26][C:17]2=3)(=O)=O)=CC=1.C(=O)([O-])[O-].[K+].[K+]>CO>[CH3:28][O:27][C:25]1[CH:24]=[CH:23][C:18]2[N:19]=[CH:20][C:21](=[O:22])[N:16]([CH2:15][CH2:14][C@H:13]3[CH2:12][O:29]3)[C:17]=2[N:26]=1 |f:1.2.3|. Procedure: In methanol (15 ml) was dissolved (2S)-2-hydroxy-4-(6-methoxy-3-oxopyrido[2,3-b]pyrazin-4(3H)-yl)butyl 4-methylbenzenesulfonate (227 mg, 0.540 mmol), and potassium carbonate (90 mg, 0.648 mmol) was then added to the solution at room temperature. The obtained mixture was stirred for 17 hours. Thereafter, the solvent was removed from the reaction solution under reduced pressure. The obtained residue was purified by silica gel column chromatography (chloroform/methanol) to yield 83 mg (62%) of the ... The reactants are BrC1=CC2=NC(=CC=C2N1)Cl (2-bromo-5-chloro-1H-pyrrolo[3,2-b]pyridine), C(=O)([O-])[O-].[K+].[K+] (K2CO3), C(#N)C=1C=C(CBr)C=CC1 (m-cyanobenzyl bromide). The solvent is CN(C)C=O (DMF), CCOC(=O)C (EtOAc). Product: BrC1=CC2=NC(=CC=C2N1CC=1C=C(C#N)C=CC1)Cl (3[(2-Bromo-5-chloro-1H-pyrrolo[3,2-b]pyridin-1-yl)methyl]benzonitrile). As a reaction SMILES: [Br:1][C:2]1[NH:10][C:9]2[C:4](=[N:5][C:6]([Cl:11])=[CH:7][CH:8]=2)[CH:3]=1.C([O-])([O-])=O.[K+].[K+].[C:18]([C:20]1[CH:21]=[C:22]([CH:25]=[CH:26][CH:27]=1)[CH2:23]Br)#[N:19]>CN(C=O)C.CCOC(C)=O>[Br:1][C:2]1[N:10]([CH2:23][C:22]2[CH:21]=[C:20]([CH:27]=[CH:26][CH:25]=2)[C:18]#[N:19])[C:9]2[C:4](=[N:5][C:6]([Cl:11])=[CH:7][CH:8]=2)[CH:3]=1 |f:1.2.3|. Reported procedure: 2-Bromo-5-chloro-1H-pyrrolo[3,2-b]pyridine (2.0 g, 8.6 mmol, prepared as in Example 103, Step 1) in DMF (20. mL) was treated with K2CO3 (1.8 g, 13 mmol) and m-cyanobenzyl bromide (1.9 g, 9.5 mmol, Aldrich) overnight. The reaction mixture was diluted with EtOAc and washed sequentially with water and brine. The combined organic extracts were dried over sodium sulfate, filtered and concentrated. The solid obtained was triturated with hexanes/diethyl ether and isolated by filtration. Yield: (2.3 g, ... Starting materials: aqueous solution, S(O)(O)(=O)=O (sulfuric acid), C(CCC(=O)C)(=O)O (levulinic acid), C(=O)O (formic acid), C=CCCC (1-pentene), C=CCC (1-butene). The solvent is C(C)(C)CC(C)(C)C (iso-octane). Run at temperature 75 celsius. Product: C(CCC(=O)C)(=O)OCCCCC (pentyl levulinate). RXN SMILES: [C:1]([OH:8])(=[O:7])[CH2:2][CH2:3][C:4]([CH3:6])=[O:5].C(O)=O.S(=O)(=O)(O)O.[CH2:17]=[CH:18][CH2:19][CH2:20][CH3:21].C=CCC>C(CC(C)(C)C)(C)C>[C:1]([O:8][CH2:17][CH2:18][CH2:19][CH2:20][CH3:21])(=[O:7])[CH2:2][CH2:3][C:4]([CH3:6])=[O:5]. Procedure details: A 5 cc autoclave is charged with 1 cc of iso-octane and 1 cc of an aqueous solution containing 2 mmoles of levulinic acid and 2 mmoles of formic acid. 5 wt. % sulfuric acid is added as a catalyst. The reactor is pressurized to 0.69 MPa with 1-pentene and heated to 75° C. for 5 hours while maintaining a constant pressure of 1-butene. After cooling, the organic phase is separated. A mixture of pentyl formate and pentyl levulinate is formed as product.